This data is from the Open Reaction Database (ORD), a public repository of structured organic reaction records. The task is: describe an organic reaction: reactants, conditions, products, and yield Starting materials: [N+](=[N-])=C (diazomethane), OCC(=O)C1=CC(=CC=C1)OCC (2-hydroxy-3′-ethoxyacetophenone), OCC(=O)C1=CC(=CC=C1)OCC (2-hydroxy-3′-ethoxyacetophenone), [N+](=[N-])=C (diazomethane). Run in CCOCC (ether), CCOCC (ether), CCOCC (ether). The product is C(C)OC=1C=C(C=CC1)C(COC)=O (3′-ethoxy-2-methoxyacetophenone). The yield is 65.0%. As a reaction SMILES: [N+](=[CH2:3])=[N-].[OH:4][CH2:5][C:6]([C:8]1[CH:13]=[CH:12][CH:11]=[C:10]([O:14][CH2:15][CH3:16])[CH:9]=1)=[O:7]>CCOCC>[CH2:15]([O:14][C:10]1[CH:9]=[C:8]([C:6](=[O:7])[CH2:5][O:4][CH3:3])[CH:13]=[CH:12][CH:11]=1)[CH3:16]. Procedure details: Boron trifluoride-diethyl ether complex (3 drops) and an ether solution of diazomethane were added to a solution of 2-hydroxy-3′-ethoxyacetophenone (1.6 g, 8.9 m mol) in ether (60 ml). The ether solution of diazomethane was added until thin-layer reveals that the spot of 2-hydroxy-3′-ethoxyacetophenone has disappeared. After insoluble matter was filtered off, the filtrate was concentrated under reduced pressure. The resulting residue was subjected to chromatography on silica gel (40 g) using eth... Product: c1ccc(COc2cccnc2)cc1. The reactants are ClCCl, ClCc1ccccc1, [Na+], [OH-], Oc1cccnc1. As a reaction SMILES: [CH2:18]([Cl:19])[Cl:20].[Cl:10][CH2:11][c:12]1[cH:13][cH:14][cH:15][cH:16][cH:17]1.[Na+:9].[OH-:8].[OH:1][c:2]1[cH:3][n:4][cH:5][cH:6][cH:7]1>>[O:1]([c:2]1[cH:3][n:4][cH:5][cH:6][cH:7]1)[CH2:11][c:12]1[cH:13][cH:14][cH:15][cH:16][cH:17]1. Reactants: C(C)(C)(C)OC(=O)N1CC(C1)OC1=C(C=CC(=C1)Cl)O (3-(5-chloro-2-hydroxy-phenoxy)-azetidine-1-carboxylic acid tert-butyl ester), C(C)OC(=O)C1=C(OC(=C1)CBr)C(F)(F)F (5-Bromomethyl-2-trifluoromethyl-furan-3-carboxylic acid ethyl ester), C(=O)([O-])[O-].[Cs+].[Cs+] (Cs2CO3), [OH-].[Na+] (NaOH). Solvent: CN(C)C=O (DMF), CCOC(=O)C (EtOAc). Product: C(C)(C)(C)OC(=O)N1CC(C1)OC1=C(C=CC(=C1)Cl)OCC=1OC(=C(C1)C(=O)O)C(F)(F)F (3-[2-(4-Carboxy-5-trifluoromethyl-furan-2-ylmethoxy)-5-chloro-phenoxy]-azetidine-1-carboxylic acid tert-butyl ester). RXN SMILES: [C:1]([O:5][C:6]([N:8]1[CH2:11][CH:10]([O:12][C:13]2[CH:18]=[C:17]([Cl:19])[CH:16]=[CH:15][C:14]=2[OH:20])[CH2:9]1)=[O:7])([CH3:4])([CH3:3])[CH3:2].C([O:23][C:24]([C:26]1[CH:30]=[C:29]([CH2:31]Br)[O:28][C:27]=1[C:33]([F:36])([F:35])[F:34])=[O:25])C.C([O-])([O-])=O.[Cs+].[Cs+].[OH-].[Na+]>CN(C=O)C.CCOC(C)=O>[C:1]([O:5][C:6]([N:8]1[CH2:9][CH:10]([O:12][C:13]2[CH:18]=[C:17]([Cl:19])[CH:16]=[CH:15][C:14]=2[O:20][CH2:31][C:29]2[O:28][C:27]([C:33]([F:35])([F:34])[F:36])=[C:26]([C:24]([OH:25])=[O:23])[CH:30]=2)[CH2:11]1)=[O:7])([CH3:4])([CH3:2])[CH3:3] |f:2.3.4,5.6|. Reported procedure: The title compound was prepared as described in Example 1 Step D using 3-(5-chloro-2-hydroxy-phenoxy)-azetidine-1-carboxylic acid tert-butyl ester (0.15 g, 0.50 mmol), the title compound of Step A (0.18 g, 0.60 mmol), Cs2CO3 (0.41 g, 1.2 mmol), KI (0.12 g, 0.70 mmol) in DMF, except upon completion of the reaction 1N NaOH and EtOAc were added. The organic layer was washed with 1N NaOH and dried. The crude material was purified by RP HPLC to provide the title compound. 1H NMR (CDCl3): 7.20-6.92 (m... Reactants: BrCCC(C(=O)OCC)(S(=O)(=O)C)C (ethyl 4-bromo-2-methyl-2-(methylsulfonyl)butanoate), C(C1=CC=CC=C1)OC1=CC(=NC=C1)O (4-(benzyloxy)pyridin-2-ol), C([O-])([O-])=O.[Cs+].[Cs+] (cesium carbonate). The solvent is O1CCCC1 (tetrahydrofuran). Run at temperature 50 celsius, time 8 hour. Product: C(C1=CC=CC=C1)OC1=CC(N(C=C1)CCC(C(=O)OCC)(S(=O)(=O)C)C)=O (ethyl 4-[4-(benzyloxy)-2-oxopyridin-1(2H)-yl]-2-methyl-2-(methylsulfonyl)butanoate). RXN SMILES: Br[CH2:2][CH2:3][C:4]([CH3:14])([S:10]([CH3:13])(=[O:12])=[O:11])[C:5]([O:7][CH2:8][CH3:9])=[O:6].[CH2:15]([O:22][C:23]1[CH:28]=[CH:27][N:26]=[C:25]([OH:29])[CH:24]=1)[C:16]1[CH:21]=[CH:20][CH:19]=[CH:18][CH:17]=1.C(=O)([O-])[O-].[Cs+].[Cs+]>O1CCCC1>[CH2:15]([O:22][C:23]1[CH:28]=[CH:27][N:26]([CH2:2][CH2:3][C:4]([CH3:14])([S:10]([CH3:13])(=[O:12])=[O:11])[C:5]([O:7][CH2:8][CH3:9])=[O:6])[C:25](=[O:29])[CH:24]=1)[C:16]1[CH:17]=[CH:18][CH:19]=[CH:20][CH:21]=1 |f:2.3.4|. Procedure details: To a solution of ethyl 4-bromo-2-methyl-2-(methylsulfonyl)butanoate (345 mg, 1.20 mmol) and 4-(benzyloxy)pyridin-2-ol (201 mg, 1.00 mmol) in tetrahydrofuran (10 mL) was added cesium carbonate (652 mg, 2.00) at ambient temperature. The resulting mixture was stirred at 50° C. overnight. The mixture was allowed to cool to ambient temperature and filtered through a celite pad. The pad was washed with ethyl acetate; the filtrates were combined and concentrated to a crude residue. The material was pur... Solvent: CCCCO (n-BuOH). The reactants are ClC1=NC(=C(C(=N1)N(S(=O)(=O)C)C)F)Cl (N-(2,6-Dichloro-5-fluoropyrimidin-4-yl)-N-methylmethanesulfonamide), CC1=CC(=NN1)N (5-methyl-1H-pyrazol-3-amine), CCN(C(C)C)C(C)C (DIPEA). Yields the product ClC1=NC(=C(C(=N1)N(S(=O)(=O)C)C)F)NC1=NNC(=C1)C (N-{2-Chloro-5-fluoro-6-[(5-methyl-1H-pyrazol-3-yl)amino]pyrimidin-4-yl}-N-methylmethanesulfonamide). The yield is 94.5%. As a reaction SMILES: [Cl:1][C:2]1[N:7]=[C:6]([N:8]([CH3:13])[S:9]([CH3:12])(=[O:11])=[O:10])[C:5]([F:14])=[C:4](Cl)[N:3]=1.[CH3:16][C:17]1[NH:21][N:20]=[C:19]([NH2:22])[CH:18]=1.CCN(C(C)C)C(C)C>CCCCO>[Cl:1][C:2]1[N:7]=[C:6]([N:8]([CH3:13])[S:9]([CH3:12])(=[O:11])=[O:10])[C:5]([F:14])=[C:4]([NH:22][C:19]2[CH:18]=[C:17]([CH3:16])[NH:21][N:20]=2)[N:3]=1. Conditions: temperature 50 celsius. Procedure details: To a solution of N-(2,6-dichloro-5-fluoropyrimidin-4-yl)-N-methylmethanesulfonamide (Method 31, 914 mg, 3.35 mmol) in n-BuOH (3 ml) was added 5-methyl-1H-pyrazol-3-amine (351 mg, 3.62 mmol, 97% purity) and DIPEA (1.2 ml, 6.9 mmol). The mixture was heated at 50° C. overnight. LC/MS showed the completion of the reaction. The solvent was evaporated and the residue was purified by silica gel chromatography (by ISCO Combiflash with gradient 0-5% methanol in DCM with 1% NH4OH) to afford the title comp... As a reaction SMILES: [CH3:37][CH2:38][O:39][C:40]([CH3:41])=[O:42].[CH3:43][C:44](=[O:45])[OH:46].[H:35][H:36].[c:1]1([CH:2]([c:3]2[cH:4][cH:5][cH:6][cH:7][cH:29]2)[N:8]2[C:9](=[O:28])[C:10]3([CH2:11][O:12][c:13]4[c:14]3[cH:15][c:16]3[c:17]([cH:21]4)[O:18][CH2:19][O:20]3)[c:22]3[cH:23][cH:24][cH:25][cH:26][c:27]32)[cH:30][cH:31][cH:32][cH:33][cH:34]1>>[NH:8]1[C:9](=[O:28])[C:10]2([CH2:11][O:12][c:13]3[c:14]2[cH:15][c:16]2[c:17]([cH:21]3)[O:18][CH2:19][O:20]2)[c:22]2[cH:23][cH:24][cH:25][cH:26][c:27]21. Reactants: CCOC(C)=O, CC(=O)O, [H][H], O=C1N(C(c2ccccc2)c2ccccc2)c2ccccc2C12COc1cc3c(cc12)OCO3. The product is O=C1Nc2ccccc2C12COc1cc3c(cc12)OCO3.